Dataset: the Open Reaction Database (ORD), a public repository of structured organic reaction records. Task: describe an organic reaction: reactants, conditions, products, and yield The reactants are ClC=1C(=CC2=C(C(CNCC2)C)C1)OC (8-Chloro-7-methoxy-1-methyl-2,3,4,5-tetrahydro-1H-3-benzazepine), ClC=1C(=CC2=C(C(CNCC2)CC)C1)OC (8-Chloro-1-ethyl-7-methoxy-2,3,4,5-tetrahydro-1H-3-benzazepine), BrC=1C(=CC2=C(C(CNCC2)CC)C1)OC (8-Bromo-1-ethyl-7-methoxy-2,3,4,5-tetrahydro-1H-3-benzazepine), COC1=CC2=C(C(CNCC2)C)C=C1C(C(F)(F)F)(F)F (7-Methoxy-1-methyl-8-pentafluoroethyl-2,3,4,5-tetrahydro-1H-3-benzazepine), hydrate, COC1=CC2=C(C(CNCC2)C)C=C1C(F)(F)F (7-Methoxy-1-methyl-8-trifluoromethyl-2,3,4,5-tetrahydro-1H-3-benzazepine), 8-Iodo-7-methoxy-1-methyl-2,3,4,5-taetrhydro-1H-3-benzazepine, CN1CCC2=C(C(C1)C)C=C(C(=C2)OC)Br (N-Methyl-8-bromo-7-methoxy-1-methyl-2,3,4,5-tetrahydro-1H-3-benzazepine), IC=1C(=CC2=C(C(CNCC2)CC)C1)OC (8-Iodo-1-ethyl-7-methoxy-2,3,4,5-tetrahydro-1H-3-benzazepine). Product: BrC=1C(=CC2=C(C(CNCC2)C)C1)OC (8-Bromo-7-methoxy-1-methyl-2,3,4,5-tetrahydro-1H-3-benzazepine). As a reaction SMILES: ClC1C(OC)=CC2CCNCC(C)C=2C=1.C[N:17]1[CH2:23][CH:22]([CH3:24])[C:21]2[CH:25]=[C:26]([Br:31])[C:27]([O:29][CH3:30])=[CH:28][C:20]=2[CH2:19][CH2:18]1.BrC1C(OC)=CC2CCNCC(CC)C=2C=1.ClC1C(OC)=CC2CCNCC(CC)C=2C=1.IC1C(OC)=CC2CCNCC(CC)C=2C=1.COC1C(C(F)(F)F)=CC2C(C)CNCCC=2C=1.COC1C(C(F)(F)C(F)(F)F)=CC2C(C)CNCCC=2C=1>>[Br:31][C:26]1[C:27]([O:29][CH3:30])=[CH:28][C:20]2[CH2:19][CH2:18][NH:17][CH2:23][CH:22]([CH3:24])[C:21]=2[CH:25]=1. Reported procedure: 8-Chloro-7-methoxy-1-methyl-2,3,4,5-tetrahydro-1H-3-benzazepine; 8-Iodo-7-methoxy-1-methyl-2,3,4,5-taetrhydro-1H-3-benzazepine; N-Methyl-8-bromo-7-methoxy-1-methyl-2,3,4,5-tetrahydro-1H-3-benzazepine; 8-Bromo-1-ethyl-7-methoxy-2,3,4,5-tetrahydro-1H-3-benzazepine; 8-Chloro-1-ethyl-7-methoxy-2,3,4,5-tetrahydro-1H-3-benzazepine; 8-Iodo-1-ethyl-7-methoxy-2,3,4,5-tetrahydro-1H-3-benzazepine; 7-Methoxy-1-methyl-8-trifluoromethyl-2,3,4,5-tetrahydro-1H-3-benzazepine; and 7-Methoxy-1-methyl-8-pentafluoro... RXN SMILES: [CH3:1][N:2]([CH:3]([CH2:4][c:5]1[cH:6][c:7]([Br:13])[c:8]([OH:12])[c:9]([Br:11])[cH:10]1)[C:14](=[O:15])[OH:16])[C:17](=[O:18])[NH:19][CH2:20][CH2:21][c:22]1[cH:23][c:24]([O:28][CH3:29])[cH:25][cH:26][cH:27]1.[Li+:30].[OH-:31].[OH2:32]>>[NH:2]([CH:3]([CH2:4][c:5]1[cH:6][c:7]([Br:13])[c:8]([OH:12])[c:9]([Br:11])[cH:10]1)[C:14](=[O:15])[OH:16])[C:17](=[O:18])[NH:19][CH2:20][CH2:21][c:22]1[cH:23][c:24]([O:28][CH3:29])[cH:25][cH:26][cH:27]1. The reactants are COc1cccc(CCNC(=O)N(C)C(Cc2cc(Br)c(O)c(Br)c2)C(=O)O)c1, [Li+], [OH-], O. Product: COc1cccc(CCNC(=O)NC(Cc2cc(Br)c(O)c(Br)c2)C(=O)O)c1.